This data is from the Open Reaction Database (ORD), a public repository of structured organic reaction records. The task is: describe an organic reaction: reactants, conditions, products, and yield The reactants are C(#N)C=1C=C(C=CC1OC(C)C)C1=NC(=NO1)C=1C=CC(=C2C(=CN(C12)C)CCC(=O)OCC)F (Ethyl 3-[7-(5-{3-cyano-4-[(1-methylethyl)oxy]phenyl}-1,2,4-oxadiazol-3-yl)-4-fluoro-1-methyl-1H-indol-3-yl]propanoate), [OH-].[Na+] (sodium hydroxide), Cl (HCl). Solvent: O1CCCC1 (tetrahydrofuran), C(C)(C)O (Isopropanol), O (water). Reaction conditions: time 8 hour. The product is C(#N)C=1C=C(C=CC1OC(C)C)C1=NC(=NO1)C=1C=CC(=C2C(=CN(C12)C)CCC(=O)O)F (3-[7-(5-{3-cyano-4-[(1-methylethyl)oxy]phenyl}-1,2,4-oxadiazol-3-yl)-4-fluoro-1-methyl-1H-indol-3-yl]propanoic acid). Yield: 62.1%. RXN SMILES: [C:1]([C:3]1[CH:4]=[C:5]([C:13]2[O:17][N:16]=[C:15]([C:18]3[CH:19]=[CH:20][C:21]([F:35])=[C:22]4[C:26]=3[N:25]([CH3:27])[CH:24]=[C:23]4[CH2:28][CH2:29][C:30]([O:32]CC)=[O:31])[N:14]=2)[CH:6]=[CH:7][C:8]=1[O:9][CH:10]([CH3:12])[CH3:11])#[N:2].[OH-].[Na+].Cl>O1CCCC1.C(O)(C)C.O>[C:1]([C:3]1[CH:4]=[C:5]([C:13]2[O:17][N:16]=[C:15]([C:18]3[CH:19]=[CH:20][C:21]([F:35])=[C:22]4[C:26]=3[N:25]([CH3:27])[CH:24]=[C:23]4[CH2:28][CH2:29][C:30]([OH:32])=[O:31])[N:14]=2)[CH:6]=[CH:7][C:8]=1[O:9][CH:10]([CH3:12])[CH3:11])#[N:2] |f:1.2|. Reported procedure: To a solution of ethyl 3-[7-(5-{3-cyano-4-[(1-methylethyl)oxy]phenyl}-1,2,4-oxadiazol-3-yl)-4-fluoro-1-methyl-1H-indol-3-yl]propanoate (D130) (349 mg) in tetrahydrofuran (THF) (10 mL), Isopropanol (5 mL) and water (2 mL), was added sodium hydroxide (293 mg). The reaction mixture was stirred at room temperature overnight. LCMS showed the reaction was complete. The reaction mixture was neutralized with 2 M HCl till pH ˜6.0. After removing part of organic solvent, the residue was purified by MDAP t... Reactants: O (water), II (iodine), I(=O)(=O)[O-].[K+] (potassium iodate), [N+](=O)([O-])C1=CC=C2CCCN(C2=C1)C(C(F)(F)F)=O (7-nitro-1-trifluoroacetyl-1,2,3,4-tetrahydroquinoline). Solvent: S(O)(O)(=O)=O (sulfuric acid). Run at temperature 0 celsius, time 3 hour. Product: IC1=C2CCCN(C2=CC(=C1)[N+](=O)[O-])C(C(F)(F)F)=O (5-Iodo-7-nitro-1-trifluoroacetyl-1,2,3,4-tetrahydroquinoline). Isolated yield 36.2%. RXN SMILES: [N+:1]([C:4]1[CH:13]=[C:12]2[C:7]([CH2:8][CH2:9][CH2:10][N:11]2[C:14](=[O:19])[C:15]([F:18])([F:17])[F:16])=[CH:6][CH:5]=1)([O-:3])=[O:2].II.[I:22]([O-])(=O)=O.[K+].O>S(=O)(=O)(O)O>[I:22][C:6]1[CH:5]=[C:4]([N+:1]([O-:3])=[O:2])[CH:13]=[C:12]2[C:7]=1[CH2:8][CH2:9][CH2:10][N:11]2[C:14](=[O:19])[C:15]([F:18])([F:16])[F:17] |f:2.3|. Procedure: A solution of 7-nitro-1-trifluoroacteyl-1,2,3,4-tetrahydroquinoline (D4) (2 g, 7.3 mmol) in conc. sulfuric acid (10 ml) was cooled to 0° C. and treated with iodine (1.11 μg, 4.4 mmol) and potassium iodate (0.625 g, 2.9 mmol). The reaction was stirred at 0° C. for 3 h then room temperature for 2 h. The reaction mixture was slowly poured into water (150 ml) at 0° C. and extracted with DCM. This was washed with aq. sodium metabisulfite and water then dried over MgSO4 and concentrated in vacuo to gi... Starting materials: Br, CC#N, CCOC(=O)CCc1ccc(OCC2CCCC2)nc1, O=C1CCC(=O)N1Br. Product: CCOC(=O)CCc1cnc(OCC2CCCC2)c(Br)c1. RXN SMILES: [Br:21].[CH3:30][C:31]#[N:32].[CH:1]1([CH2:6][O:7][c:8]2[n:9][cH:10][c:11]([CH2:14][CH2:15][C:16](=[O:17])[O:18][CH2:19][CH3:20])[cH:12][cH:13]2)[CH2:2][CH2:3][CH2:4][CH2:5]1.[O:22]=[C:23]1[N:24]([Br:29])[C:25](=[O:26])[CH2:27][CH2:28]1>>[CH:1]1([CH2:6][O:7][c:8]2[n:9][cH:10][c:11]([CH2:14][CH2:15][C:16](=[O:17])[O:18][CH2:19][CH3:20])[cH:12][c:13]2[Br:29])[CH2:2][CH2:3][CH2:4][CH2:5]1. The reactants are C(C)[C@@]12[C@H](CCCC=3C1=CC=1C=NN(C1C3)C3=CC=C(C=C3)SC)C[C@@](CC2)(O)C(F)(F)F ((3R,4aR,12bR)-12b-Ethyl-9-(4-(methylthio)phenyl)-3-(trifluoromethyl)-1,2,3,4,4a,5,6,7,9,12b-decahydrobenzo[6,7]cyclohepta[1,2-f]indazol-3-ol), O (water), ClC=1C=C(C(=O)OO)C=CC1 (3-chlorobenzoperoxoic acid). Solvent: CC(=O)C (acetone). Yields the product C(C)[C@@]12[C@H](CCCC=3C1=CC=1C=NN(C1C3)C3=CC=C(C=C3)S(=O)(=O)C)C[C@@](CC2)(O)C(F)(F)F ((3R,4aR,12bR)-12b-ethyl-9-(4-(methylsulfonyl)phenyl)-3-(trifluoromethyl)-1,2,3,4,4a,5,6,7,9,12b-decahydrobenzo[6,7]cyclohepta[1,2-f]indazol-3-ol). As a reaction SMILES: [CH2:1]([C@@:3]12[CH2:28][CH2:27][C@@:26]([C:30]([F:33])([F:32])[F:31])([OH:29])[CH2:25][C@H:4]1[CH2:5][CH2:6][CH2:7][C:8]1[C:9]2=[CH:10][C:11]2[CH:12]=[N:13][N:14]([C:17]3[CH:22]=[CH:21][C:20]([S:23][CH3:24])=[CH:19][CH:18]=3)[C:15]=2[CH:16]=1)[CH3:2].[OH2:34].ClC1C=C(C=CC=1)C(OO)=[O:40]>CC(C)=O>[CH2:1]([C@@:3]12[CH2:28][CH2:27][C@@:26]([C:30]([F:33])([F:32])[F:31])([OH:29])[CH2:25][C@H:4]1[CH2:5][CH2:6][CH2:7][C:8]1[C:9]2=[CH:10][C:11]2[CH:12]=[N:13][N:14]([C:17]3[CH:18]=[CH:19][C:20]([S:23]([CH3:24])(=[O:40])=[O:34])=[CH:21][CH:22]=3)[C:15]=2[CH:16]=1)[CH3:2]. Procedure details: (3R,4aR,12bR)-12b-Ethyl-9-(4-(methylthio)phenyl)-3-(trifluoromethyl)-1,2,3,4,4a,5,6,7,9,12b-decahydrobenzo[6,7]cyclohepta[1,2-f]indazol-3-ol (11, R1=4-(Methylthio)phenyl, R2=Ethyl, R3=Trifluoromethyl) (230 mg, 0.485 mmol) in acetone (10 mL) and water (2 mL) was treated with 3-chlorobenzoperoxoic acid (543 mg, 2.42 mmol) at rt. After 30 min the mixture was concentrated under reduced pressure then the material was partitioned between sat. aq. NaHCO3 (15 mL), water (15 mL) and EtOAc (30 mL). The or... Starting materials: O=C1CCC(=O)N1Br, c1ccc2c(c1)CCNC2, ClCCl, [Na+], [OH-]. The product is C1=NCCc2ccccc21. Reaction SMILES: [Br:11][N:12]1[C:13](=[O:14])[CH2:15][CH2:16][C:17]1=[O:18].[CH2:1]1[NH:2][CH2:3][CH2:4][c:5]2[cH:6][cH:7][cH:8][cH:9][c:10]21.[CH2:21]([Cl:22])[Cl:23].[Na+:20].[OH-:19]>>[CH:1]1=[N:2][CH2:3][CH2:4][c:5]2[cH:6][cH:7][cH:8][cH:9][c:10]21. Starting materials: BrC=1C=CC(=C(CN(CC)C2=CC=C(N=N2)C(=O)OCCCC)C1)OCC(=C)C (Butyl 6-[N-(5-bromo-2-(2-methylprop-2-en-1-yloxy)benzyl)-N-ethylamino]pyridazine-3-carboxylate), O.NN (hydrazine hydrate). Solvent: C(C)O (ethanol). Product: BrC=1C=CC(=C(CN(CC)C2=CC=C(N=N2)C(=O)NN)C1)OCC(=C)C (6-[N-(5-Bromo-2-(2-methylprop-2-en-1-yloxy)benzyl)-N-ethylamino]pyridazine-3-carbohydrazide). RXN SMILES: [Br:1][C:2]1[CH:3]=[CH:4][C:5]([O:25][CH2:26][C:27]([CH3:29])=[CH2:28])=[C:6]([CH:24]=1)[CH2:7][N:8]([C:11]1[N:16]=[N:15][C:14]([C:17](OCCCC)=[O:18])=[CH:13][CH:12]=1)[CH2:9][CH3:10].O.[NH2:31][NH2:32]>C(O)C>[Br:1][C:2]1[CH:3]=[CH:4][C:5]([O:25][CH2:26][C:27]([CH3:29])=[CH2:28])=[C:6]([CH:24]=1)[CH2:7][N:8]([C:11]1[N:16]=[N:15][C:14]([C:17]([NH:31][NH2:32])=[O:18])=[CH:13][CH:12]=1)[CH2:9][CH3:10] |f:1.2|. Procedure: Butyl 6-[N-(5-bromo-2-(2-methylprop-2-en-1-yloxy)benzyl)-N-ethylamino]pyridazine-3-carboxylate (reference example 4) (4.3 g, 9.3 mmol) was dissolved in ethanol (170ml) with hydrazine hydrate (17 ml, 330 mmol) and heated at reflux for 16 hours. The solvent was removed in vacuo, and the residue treated with ethyl acetate/water (200 ml of each). The organic phase separated off and the aqueous phase reextracted with ethyl acetate (2×200 ml). The combined organic phases were dried (MgSO4) and concent...